This data is from the Open Reaction Database (ORD), a public repository of structured organic reaction records. The task is: describe an organic reaction: reactants, conditions, products, and yield The reactants are C(C)(C)(C)OC(=O)C1CN(C1)CC1=C(C=CC(=C1)Br)Cl (1-(5-Bromo-2-chloro-benzyl)azetidine-3-carboxylic acid tert-butyl ester), amine, ClC1=C(C=C(C=C1C)[C@@H](CC)N)C ((R)-1-(4-Chloro-3,5-dimethyl-phenyl)-propylamine), C([O-])([O-])=O.[Cs+].[Cs+] (cesium carbonate), CC(C)C1=CC(=C(C(=C1)C(C)C)C2=C(C=CC=C2)P(C3CCCCC3)C4CCCCC4)C(C)C (XPhos). Reagents/catalysts: C(C)(=O)[O-].[Pd+2].C(C)(=O)[O-] (palladium acetate). The solvent is CCOC(=O)C (EtOAc), C1(=CC=CC=C1)C (toluene), C(C)(C)(C)O (tert-butanol). Run at temperature 100 celsius. Yields the product C(C)(C)(C)OC(=O)C1CN(C1)CC1=C(C=CC(=C1)N[C@H](CC)C1=CC(=C(C(=C1)C)Cl)C)Cl (1-{2-Chloro-5-[(R)-1-(4-chloro-3,5-dimethyl-phenyl)-propylamino]-benzyl}-azetidine-3-carboxylic acid tert-butyl ester). Reaction SMILES: [C:1]([O:5][C:6]([CH:8]1[CH2:11][N:10]([CH2:12][C:13]2[CH:18]=[C:17](Br)[CH:16]=[CH:15][C:14]=2[Cl:20])[CH2:9]1)=[O:7])([CH3:4])([CH3:3])[CH3:2].[Cl:21][C:22]1[C:27]([CH3:28])=[CH:26][C:25]([C@H:29]([NH2:32])[CH2:30][CH3:31])=[CH:24][C:23]=1[CH3:33].C(=O)([O-])[O-].[Cs+].[Cs+].CC(C1C=C(C(C)C)C(C2C=CC=CC=2P(C2CCCCC2)C2CCCCC2)=C(C(C)C)C=1)C>C1(C)C=CC=CC=1.C(O)(C)(C)C.CCOC(C)=O.C([O-])(=O)C.[Pd+2].C([O-])(=O)C>[C:1]([O:5][C:6]([CH:8]1[CH2:11][N:10]([CH2:12][C:13]2[CH:18]=[C:17]([NH:32][C@@H:29]([C:25]3[CH:24]=[C:23]([CH3:33])[C:22]([Cl:21])=[C:27]([CH3:28])[CH:26]=3)[CH2:30][CH3:31])[CH:16]=[CH:15][C:14]=2[Cl:20])[CH2:9]1)=[O:7])([CH3:4])([CH3:3])[CH3:2] |f:2.3.4,9.10.11|. Procedure: A mixture of INT 57 (250 mg, 0.693 mmol), amine INT 38 (137 mg, 0.693 mmol) and cesium carbonate (678 mg, 2.079 mmol) in toluene (4.5 mL) and tert-butanol (1.8 mL) was purged with argon for 10 minutes. Then, XPhos (66.1 mg, 0.139 mmol) and palladium acetate (15.56 mg, 0.069 mmol) were added, the vial was closed and heated at 100° C. for 3 hours. The reaction mixture was then diluted with EtOAc (35 mL) and washed with water and brine. The organic layer was dried over sodium sulfate, filtered and ... Starting materials: P(OC1=C(C=C(C=C1C(C)(C)C)C)C(C)(C)C)(OC1=C(C=C(C=C1C(C)(C)C)C)C(C)(C)C)Cl (bis(2,6-di-t-butyl-4-methylphenyl) phosphorochloridite), C(C)(C)(C1=CC=C(C=C1)O)C1=CC=C(C=C1)O (4,4'-isopropylidenebisphenol), C(C)(C)(C1=CC=C(C=C1)O)C1=CC=C(C=C1)O (4,4'-isopropylidenebisphenol), [H-].[Na+] (sodium hydride), 4,4-isopropylidenebisphenol, Cl (HCl). The solvent is O1CCCC1 (tetrahydrofuran), C(C)#N (acetonitrile), O1CCCC1 (tetrahydrofuran). Product: P(OC1=C(C=C(C=C1C(C)(C)C)C)C(C)(C)C)(OC1=C(C=C(C=C1C(C)(C)C)C)C(C)(C)C)OC1=CC=C(C=C1)C(C)(C)C1=CC=C(C=C1)OP(OC1=C(C=C(C=C1C(C)(C)C)C)C(C)(C)C)OC1=C(C=C(C=C1C(C)(C)C)C)C(C)(C)C (Tetrakis(2,6-di-t-butyl-4-methylphenyl) 4,4'-isopropylidenebisphenyl diphosphite). As a reaction SMILES: [C:1]([C:11]1[CH:16]=[CH:15][C:14]([OH:17])=[CH:13][CH:12]=1)([C:4]1[CH:9]=[CH:8][C:7]([OH:10])=[CH:6][CH:5]=1)([CH3:3])[CH3:2].[H-].[Na+].[P:20](Cl)([O:37][C:38]1[C:43]([C:44]([CH3:47])([CH3:46])[CH3:45])=[CH:42][C:41]([CH3:48])=[CH:40][C:39]=1[C:49]([CH3:52])([CH3:51])[CH3:50])[O:21][C:22]1[C:27]([C:28]([CH3:31])([CH3:30])[CH3:29])=[CH:26][C:25]([CH3:32])=[CH:24][C:23]=1[C:33]([CH3:36])([CH3:35])[CH3:34].Cl>O1CCCC1.C(#N)C>[P:20]([O:17][C:14]1[CH:13]=[CH:12][C:11]([C:1]([C:4]2[CH:5]=[CH:6][C:7]([O:10][P:20]([O:37][C:38]3[C:39]([C:49]([CH3:52])([CH3:51])[CH3:50])=[CH:40][C:41]([CH3:48])=[CH:42][C:43]=3[C:44]([CH3:47])([CH3:46])[CH3:45])[O:21][C:22]3[C:23]([C:33]([CH3:34])([CH3:35])[CH3:36])=[CH:24][C:25]([CH3:32])=[CH:26][C:27]=3[C:28]([CH3:29])([CH3:30])[CH3:31])=[CH:8][CH:9]=2)([CH3:3])[CH3:2])=[CH:16][CH:15]=1)([O:37][C:38]1[C:43]([C:44]([CH3:47])([CH3:46])[CH3:45])=[CH:42][C:41]([CH3:48])=[CH:40][C:39]=1[C:49]([CH3:52])([CH3:51])[CH3:50])[O:21][C:22]1[C:27]([C:28]([CH3:31])([CH3:30])[CH3:29])=[CH:26][C:25]([CH3:32])=[CH:24][C:23]=1[C:33]([CH3:36])([CH3:35])[CH3:34] |f:1.2|. Procedure details: A solution of 0.9 grams of 4,4'-isopropylidenebisphenol (0.004 mol) in 50 ml of dry tetrahydrofuran was added to a reaction vessel equipped with stirring and heating means. While stirring the 4,4'-isopropylidenebisphenol solution under nitrogen, 0.19 gram (0.008 mol) of sodium hydride, as a 50 weight percent dispersion mineral oil was added to the 4,4-isopropylidenebisphenol solution and the resulting mixture was stirred at 55° C. for one hour. The reaction mixture was cooled to room temperature...